This data is from the Open Reaction Database (ORD), a public repository of structured organic reaction records. The task is: describe an organic reaction: reactants, conditions, products, and yield RXN SMILES: [C:1]([N:4]1[CH2:7][CH:6]([NH:8][C:9]2[CH:14]=[CH:13][C:12]([NH:15][C:16]3[N:21]=[C:20]([NH:22][C:23]4[CH:24]=[C:25]([NH:29][C:30](=[O:33])[CH:31]=[CH2:32])[CH:26]=[CH:27][CH:28]=4)[C:19]([C:34]([F:37])([F:36])[F:35])=[CH:18][N:17]=3)=[C:11]([O:38][CH3:39])[CH:10]=2)[CH2:5]1)(=[O:3])C.FCCN1CC(NC2C=CC(NC3N=[C:59](NC4C=C(NC(=O)C=C)C=CC=4)[C:58]([C:73](F)(F)F)=[CH:57]N=3)=C(OC)C=2)C1.FC(F)(F)C(O)=[O:82]>O1CCOCC1>[C:30]([NH:29][C:25]1[CH:24]=[C:23]([NH:22][C:20]2[C:19]([C:34]([F:35])([F:37])[F:36])=[CH:18][N:17]=[C:16]([NH:15][C:12]3[CH:13]=[CH:14][C:9]([NH:8][CH:6]4[CH2:7][N:4]([C:1]([O:3][C:58]([CH3:73])([CH3:59])[CH3:57])=[O:82])[CH2:5]4)=[CH:10][C:11]=3[O:38][CH3:39])[N:21]=2)[CH:28]=[CH:27][CH:26]=1)(=[O:33])[CH:31]=[CH2:32]. Starting materials: C(C)(=O)N1CC(C1)NC1=CC(=C(C=C1)NC1=NC=C(C(=N1)NC=1C=C(C=CC1)NC(C=C)=O)C(F)(F)F)OC (N-(3-(2-(4-(1-acetylazetidin-3-ylamino)-2-methoxyphenylamino)-5-(trifluoromethyl)pyrimidin-4-ylamino)phenyl)acrylamide), FCCN1CC(C1)NC1=CC(=C(C=C1)NC1=NC=C(C(=N1)NC=1C=C(C=CC1)NC(C=C)=O)C(F)(F)F)OC (N-(3-(2-(4-(1-(2-fluoroethyl)azetidin-3-ylamino)-2-methoxyphenylamino)-5-(trifluoromethyl)pyrimidin-4-ylamino)phenyl)acrylamide), FC(C(=O)O)(F)F (trifluoroacetic acid). Solvent: O1CCOCC1 (dioxane). Reaction conditions: temperature 50 celsius, time 8 hour. Procedure details: As shown in Scheme 2, a mixture of intermediate 1 of Scheme 2 (16 mg) and intermediate 1 of Scheme 1 (tert-butyl 3-(4-amino-3-methoxyphenylamino)azetidine-1-carboxylate, 20 mg) in dioxane (1.0 mL) with catalytic trifluoroacetic acid was stirred overnight at 50° C. The crude was concentrated under reduced pressure and purified using HPLC (TFA modifier) to give the title compound (10 mg) as a TFA salt. 1H-NMR (DMSO-d6, 400 MHz) δ 10.1 (s, 1H), 8.4 (br, 1H), 8.20 (s, 1H), 8.05 (s, 1H), 7.62 (br, 1H... Product: C(C=C)(=O)NC=1C=C(C=CC1)NC1=NC(=NC=C1C(F)(F)F)NC1=C(C=C(C=C1)NC1CN(C1)C(=O)OC(C)(C)C)OC (tert-butyl 3-(4-(4-(3-acrylamidophenylamino)-5-(trifluoromethyl)pyrimidin-2-ylamino)-3-methoxyphenylamino)azetidine-1-carboxylate). Reactants: O=C1CCC2=CC(=CC=C12)NS(=O)(=O)C (N-(1-Oxo-indan-5-yl)-methanesulfonamide), ClC=1C(=C(N)C=CC1)F (3-chloro-2-fluoroaniline), Cl.FC1=C(C=C(C=C1)C1=CC(=CC=C1)NN)C ((4′-Fluoro-3′-methyl-biphenyl-3-yl)-hydrazine hydrochloride), CC=1C=C(C=CC1F)B(O)O (3-methyl-4-fluorophenylboronic acid). Product: FC1=C(C=CC=2C3=C(NC12)C1=CC=C(C=C1C3)NS(=O)(=O)C)C3=CC(=C(C=C3)F)C (N-[6-Fluoro-7-(4-fluoro-3-methyl-phenyl)-5,10-dihydro-indeno[1,2-b]indol-2-yl]-methanesulfonamide). Isolated yield 29.0%. Reaction SMILES: O=[C:2]1[C:10]2[C:5](=[CH:6][C:7]([NH:11][S:12]([CH3:15])(=[O:14])=[O:13])=[CH:8][CH:9]=2)[CH2:4][CH2:3]1.Cl.[F:17][C:18]1[CH:23]=[CH:22][C:21]([C:24]2[CH:29]=[CH:28][CH:27]=[C:26]([NH:30]N)[CH:25]=2)=[CH:20][C:19]=1[CH3:32].CC1C=C(B(O)O)C=CC=1[F:40].ClC1C(F)=C(C=CC=1)N>>[F:40][C:25]1[C:26]2[NH:30][C:2]3[C:10]4[C:5]([CH2:4][C:3]=3[C:27]=2[CH:28]=[CH:29][C:24]=1[C:21]1[CH:22]=[CH:23][C:18]([F:17])=[C:19]([CH3:32])[CH:20]=1)=[CH:6][C:7]([NH:11][S:12]([CH3:15])(=[O:14])=[O:13])=[CH:8][CH:9]=4 |f:1.2|. Procedure: The title material is prepared in 29% yield by reacting N-(1-Oxo-indan-5-yl)-methanesulfonamide and (4′-Fluoro-3′-methyl-biphenyl-3-yl)-hydrazine hydrochloride (prepared as in example 70, steps 1 and 2 except using 3-methyl-4-fluorophenylboronic acid and 3-chloro-2-fluoroaniline as the coupling partners) in an analogous manner to example 1, step 3 except that purification is accomplished by reverse phase UV triggered HPLC: 1H NMR (400 MHz, d6-DMSO) δ 12.08 (s, 1H), 9.75 (s, 1H), 7.61 (d, J=8.1 H... Starting materials: C[O-].[Na+] (sodium methylate), Cl (hydrochloric acid), Cl (HCl), COC(CC(=O)CCl)=O (4-chloroacetoacetic acid methyl ester), Cl (hydrochloric acid). The solvent is O (water), O (water), O (water), C(C)(=O)O (acetic acid), C(C)#N (acetonitrile). Conditions: temperature 70 celsius, time 24.5 minute. Yields the product COC(CC(=O)COC)=O (4-methoxyacetoacetic acid methyl ester). The yield is 91.7%. Reaction SMILES: [CH3:1][O-:2].[Na+].[CH3:4][O:5][C:6](=[O:12])[CH2:7][C:8]([CH2:10]Cl)=[O:9].Cl>C(#N)C.O.C(O)(=O)C>[CH3:4][O:5][C:6](=[O:12])[CH2:7][C:8]([CH2:10][O:2][CH3:1])=[O:9] |f:0.1|. Procedure details: 77.4 g of sodium methylate, 97 percent, was suspended in 100 g of acetonitrile at ambient temperature. To this well-stirred suspension, 101.9 g of 97.5 percent 4-chloroacetoacetic acid methyl ester was added by drops through a drip funnel with a drop counter over a 5 to 6 minute period under N2 atmosphere. The temperature rose and was kept by means of cooling at 68° to 70° C. As soon as the heat development slackened, the cooling water was turned off and the reaction mass was heated with 70° C. ... Reactants: [OH-].[K+] (KOH), C[Si](C=1C=C(C=CC1)/C=C/C1=CC=C(C(=O)OC)C=C1)(C)C (trans-methyl 4-[(3-trimethylsilylphenyl)ethenyl]benzoate), Cl (hydrochloric acid). Solvent: CCO (EtOH). Yields the product C[Si](C=1C=C(C=CC1)C=CC1=CC=C(C(=O)O)C=C1)(C)C (4-[(3-Trimethylsilylphenyl)ethenyl]benzoic Acid). The yield is 100.3%. RXN SMILES: [OH-].[K+].[CH3:3][Si:4]([CH3:24])([CH3:23])[C:5]1[CH:6]=[C:7](/[CH:11]=[CH:12]/[C:13]2[CH:22]=[CH:21][C:16]([C:17]([O:19]C)=[O:18])=[CH:15][CH:14]=2)[CH:8]=[CH:9][CH:10]=1.Cl>CCO>[CH3:24][Si:4]([CH3:3])([CH3:23])[C:5]1[CH:6]=[C:7]([CH:11]=[CH:12][C:13]2[CH:14]=[CH:15][C:16]([C:17]([OH:19])=[O:18])=[CH:21][CH:22]=2)[CH:8]=[CH:9][CH:10]=1 |f:0.1|. Procedure details: A solution of 1.8 ml (3.6 mmol) of 2N-KOH was added to a solution of 143 mg (0.461 mmol) of trans-methyl 4-[(3-trimethylsilylphenyl)ethenyl]benzoate in 3 ml of EtOH. The mixture was stirred at room temperature. The reaction mixture was adjusted to acid pH with 2N hydrochloric acid, and then the aqueous solution was extracted with AcOEt. The extract was dried and evaporated to give 137 mg of the title compound as white crystals (yield 100%), which were recrystallized from a mixture of ethyl aceta... Starting materials: CC(C)(C)OC(=O)N1CCCC1COc1ccc(Cc2ccc(I)cc2)cc1, c1cocn1. The product is CC(C)(C)OC(=O)N1CCCC1COc1ccc(Cc2ccc(-c3ncco3)cc2)cc1. Reaction SMILES: [C:6]([CH3:7])([CH3:8])([CH3:9])[O:10][C:11](=[O:12])[N:13]1[CH:14]([CH2:18][O:19][c:20]2[cH:21][cH:22][c:23]([CH2:26][c:27]3[cH:28][cH:29][c:30]([I:33])[cH:31][cH:32]3)[cH:24][cH:25]2)[CH2:15][CH2:16][CH2:17]1.[o:1]1[cH:2][n:3][cH:4][cH:5]1>>[o:1]1[c:2](-[c:30]2[cH:29][cH:28][c:27]([CH2:26][c:23]3[cH:22][cH:21][c:20]([O:19][CH2:18][CH:14]4[N:13]([C:11]([O:10][C:6]([CH3:7])([CH3:8])[CH3:9])=[O:12])[CH2:17][CH2:16][CH2:15]4)[cH:25][cH:24]3)[cH:32][cH:31]2)[n:3][cH:4][cH:5]1. Starting materials: CCC(O)CC, Cc1cc2nnc(N)n2nc1Cl, [H-], [Na+], CN(C)C=O. Product: CCC(CC)Oc1nn2c(N)nnc2cc1C. As a reaction SMILES: [CH3:15][CH2:16][CH:17]([CH2:18][CH3:19])[OH:20].[Cl:3][c:4]1[c:5]([CH3:14])[cH:6][c:7]2[n:8]([n:9]1)[c:10]([NH2:13])[n:11][n:12]2.[H-:1].[Na+:2].[O:21]=[CH:22][N:23]([CH3:24])[CH3:25]>>[c:4]1([O:20][CH:17]([CH2:16][CH3:15])[CH2:18][CH3:19])[c:5]([CH3:14])[cH:6][c:7]2[n:8]([n:9]1)[c:10]([NH2:13])[n:11][n:12]2.